This data is from the Open Reaction Database (ORD), a public repository of structured organic reaction records. The task is: describe an organic reaction: reactants, conditions, products, and yield Starting materials: C([O-])([O-])=O.[K+].[K+] (potassium carbonate), C(C)N1C(=NC(=C1)C1=CC(=C(C=C1)F)C)CC(=O)O ((1-ethyl-4-(4-fluoro-3-methyl-phenyl)-1H-imidazol-2-yl)-acetic acid), N1(CCNCC1)C1=NC=CC=N1 (2-piperazin-1-yl-pyrimidine), CCN(C(C)C)C(C)C (DIPEA). Run in ClCCl (dichlormethane), CN(C)C=O (DMF). Reaction conditions: time 10 minute. The product is C(C)N1C(=NC(=C1)C1=CC(=C(C=C1)F)C)CC(=O)N1CCN(CC1)C1=NC=CC=N1 (2-(1-Ethyl-4-(4-fluoro-3-methyl-phenyl)-1H-imidazol-2-yl)-1-(4-pyrimidin-2-yl-piperazin-1-yl)-ethanone). Yield: 70.6%. Reaction SMILES: [CH2:1]([N:3]1[CH:7]=[C:6]([C:8]2[CH:13]=[CH:12][C:11]([F:14])=[C:10]([CH3:15])[CH:9]=2)[N:5]=[C:4]1[CH2:16][C:17]([OH:19])=O)[CH3:2].CCN(C(C)C)C(C)C.[N:29]1([C:35]2[N:40]=[CH:39][CH:38]=[CH:37][N:36]=2)[CH2:34][CH2:33][NH:32][CH2:31][CH2:30]1.C(=O)([O-])[O-].[K+].[K+]>CN(C=O)C.ClCCl>[CH2:1]([N:3]1[CH:7]=[C:6]([C:8]2[CH:13]=[CH:12][C:11]([F:14])=[C:10]([CH3:15])[CH:9]=2)[N:5]=[C:4]1[CH2:16][C:17]([N:32]1[CH2:33][CH2:34][N:29]([C:35]2[N:36]=[CH:37][CH:38]=[CH:39][N:40]=2)[CH2:30][CH2:31]1)=[O:19])[CH3:2] |f:3.4.5|. Reported procedure: 50 mg (1-ethyl-4-(4-fluoro-3-methyl-phenyl)-1H-imidazol-2-yl)-acetic acid was dissolved in 2 mL DMF. 100 mg PFTU and 60 μL DIPEA were added to this solution and the mixture was stirred for 10 min at RT. 160 mg 2-piperazin-1-yl-pyrimidine was added and the reaction was stirred over night. Then, potassium carbonate solution (5%) and dichlormethane were added, the organic layer was separated and the solvent was removed. The residue was purified by HPLC and crystallized with diisopropylether to give... The reactants are O=C(NCCCCc1ccc(CCCCN2C(=O)c3ccccc3C2=O)cc1)OCc1ccccc1, ClCCl, CCO, NN. Yields the product NCCCCc1ccc(CCCCNC(=O)OCc2ccccc2)cc1. RXN SMILES: [CH2:1]([c:2]1[cH:3][cH:4][cH:5][cH:6][cH:7]1)[O:8][C:9]([NH:10][CH2:11][CH2:12][CH2:13][CH2:14][c:15]1[cH:16][cH:17][c:18]([CH2:21][CH2:22][CH2:23][CH2:24][N:25]2[C:26](=[O:27])[c:28]3[c:29]([cH:30][cH:31][cH:32][cH:33]3)[C:34]2=[O:35])[cH:19][cH:20]1)=[O:36].[CH2:39]([Cl:40])[Cl:41].[CH3:42][CH2:43][OH:44].[NH2:37][NH2:38]>>[CH2:1]([c:2]1[cH:3][cH:4][cH:5][cH:6][cH:7]1)[O:8][C:9]([NH:10][CH2:11][CH2:12][CH2:13][CH2:14][c:15]1[cH:16][cH:17][c:18]([CH2:21][CH2:22][CH2:23][CH2:24][NH2:25])[cH:19][cH:20]1)=[O:36]. Reactants: CCOP(C)(=O)Cc1cccc(CBr)c1, CCCCNc1nc(N)c2nc[nH]c2n1, [K+], [K+], O=C([O-])[O-], CN(C)C=O. Yields the product CCCCNc1nc(N)c2ncn(Cc3cccc(CP(C)(=O)OCC)c3)c2n1. Reaction SMILES: [Br:22][CH2:23][c:24]1[cH:25][c:26]([CH2:27][P:28]([O:29][CH2:30][CH3:31])(=[O:32])[CH3:33])[cH:34][cH:35][cH:36]1.[CH2:1]([CH2:2][CH2:3][CH3:4])[NH:5][c:6]1[n:7][c:8]([NH2:15])[c:9]2[n:10][cH:11][nH:12][c:13]2[n:14]1.[K+:16].[K+:17].[O-:18][C:19]([O-:20])=[O:21].[O:37]=[CH:38][N:39]([CH3:40])[CH3:41]>>[CH2:1]([CH2:2][CH2:3][CH3:4])[NH:5][c:6]1[n:7][c:8]([NH2:15])[c:9]2[n:10][cH:11][n:12]([CH2:23][c:24]3[cH:25][c:26]([CH2:27][P:28]([O:29][CH2:30][CH3:31])(=[O:32])[CH3:33])[cH:34][cH:35][cH:36]3)[c:13]2[n:14]1. Reactants: CCOC(=O)c1ccc(OCCCc2ccc(OCCCCOc3ccccc3)cc2)c(C(=O)O)c1, COC(=O)C1CNC1. The product is CCOC(=O)c1ccc(OCCCc2ccc(OCCCCOc3ccccc3)cc2)c(C(=O)N2CC(C(=O)OC)C2)c1. RXN SMILES: [CH2:1]([CH3:2])[O:3][C:4](=[O:5])[c:6]1[cH:7][cH:8][c:9]([O:15][CH2:16][CH2:17][CH2:18][c:19]2[cH:20][cH:21][c:22]([O:25][CH2:26][CH2:27][CH2:28][CH2:29][O:30][c:31]3[cH:32][cH:33][cH:34][cH:35][cH:36]3)[cH:23][cH:24]2)[c:10]([C:11](=[O:12])[OH:13])[cH:14]1.[NH:37]1[CH2:38][CH:39]([C:41](=[O:42])[O:43][CH3:44])[CH2:40]1>>[CH2:1]([CH3:2])[O:3][C:4](=[O:5])[c:6]1[cH:7][cH:8][c:9]([O:15][CH2:16][CH2:17][CH2:18][c:19]2[cH:20][cH:21][c:22]([O:25][CH2:26][CH2:27][CH2:28][CH2:29][O:30][c:31]3[cH:32][cH:33][cH:34][cH:35][cH:36]3)[cH:23][cH:24]2)[c:10]([C:11](=[O:12])[N:37]2[CH2:38][CH:39]([C:41](=[O:42])[O:43][CH3:44])[CH2:40]2)[cH:14]1. Conditions: temperature 80 celsius, time 6 hour. Procedure: To a solution of 3-methanesulfonyloxy-1-(4-morpholinocarbonyl-1,3-oxazol-2-yl)azetidine (400 mg, 1.21 mmol) (obtained as described in Reference Example 72(3)) in dimethylformamide (20 ml) was added potassium thioacetate (827 mg, 7.24 mmol) at room temperature and was stirred in an oil bath (80° C.) for 6 hours. After checking the completion of the reaction, the mixture was partitioned between ethyl acetate and 10% aqueous sodium chloride solution. The organic layer was washed with saturated aque... Isolated yield 70.6%. Starting materials: CS(=O)(=O)OC1CN(C1)C=1OC=C(N1)C(=O)N1CCOCC1 (3-methanesulfonyloxy-1-(4-morpholinocarbonyl-1,3-oxazol-2-yl)azetidine), C(C)(=S)[O-].[K+] (potassium thioacetate). Reaction SMILES: CS(O[CH:6]1[CH2:9][N:8]([C:10]2[O:11][CH:12]=[C:13]([C:15]([N:17]3[CH2:22][CH2:21][O:20][CH2:19][CH2:18]3)=[O:16])[N:14]=2)[CH2:7]1)(=O)=O.[C:23]([O-:26])(=[S:25])[CH3:24].[K+]>CN(C)C=O>[C:23]([S:25][CH:6]1[CH2:7][N:8]([C:10]2[O:11][CH:12]=[C:13]([C:15]([N:17]3[CH2:18][CH2:19][O:20][CH2:21][CH2:22]3)=[O:16])[N:14]=2)[CH2:9]1)(=[O:26])[CH3:24] |f:1.2|. The product is C(C)(=O)SC1CN(C1)C=1OC=C(N1)C(=O)N1CCOCC1 (3-acetylthio-1-(4-morpholinocarbonyl-1,3-oxazol-2-yl)azetidine). Solvent: CN(C=O)C (dimethylformamide). Reactants: CC1(OC2=CC=C(C=C2CC1)C=O)C (2,2-Dimethyl-6-formylchromane), N1C(CC2=CC=CC=C12)=O (2-oxindole). Yields the product CC1(OC2=CC=C(C=C2CC1)C=C1C(NC2=CC=CC=C12)=O)C (3-(2,2-dimethylchroman-6-ylmethylene)-1,3-dihydroindol-2-one). As a reaction SMILES: [CH3:1][C:2]1([CH3:14])[CH2:11][CH2:10][C:9]2[C:4](=[CH:5][CH:6]=[C:7]([CH:12]=O)[CH:8]=2)[O:3]1.[NH:15]1[C:23]2[C:18](=[CH:19][CH:20]=[CH:21][CH:22]=2)[CH2:17][C:16]1=[O:24]>>[CH3:1][C:2]1([CH3:14])[CH2:11][CH2:10][C:9]2[C:4](=[CH:5][CH:6]=[C:7]([CH:12]=[C:17]3[C:18]4[C:23](=[CH:22][CH:21]=[CH:20][CH:19]=4)[NH:15][C:16]3=[O:24])[CH:8]=2)[O:3]1. Procedure: 2,2-Dimethyl-6-formylchromane (commercially available) was condensed with 2-oxindole to give 0.3 g of 3-(2,2-dimethylchroman-6-ylmethylene)-1,3-dihydroindol-2-one as a yellow-orange solid. Starting materials: NC1=CC=C(C=N1)OC=1C=CC(=C(C1)NC(=O)C1=CC(=NN1C)C)Cl (N-{5-[(6-aminopyridin-3-yl)oxy]-2-chlorophenyl}-1,3-dimethyl-1H-pyrazole-5-carboxamide), C1(=CC=C(C=C1)S(=O)(=O)Cl)C (p-toluenesulfonyl chloride). Solvent: N1=CC=CC=C1 (pyridine). Product: ClC1=C(C=C(C=C1)OC=1C=NC(=CC1)NS(=O)(=O)C1=CC=C(C=C1)C)NC(=O)C1=CC(=NN1C)C (N-{2-chloro-5-[(6-{[(4-methylphenyl)sulfonyl]amino}pyridin-3-yl)oxy]phenyl}-1,3-dimethyl-1H-pyrazole-5-carboxamide). The yield is 85.8%. RXN SMILES: [NH2:1][C:2]1[N:7]=[CH:6][C:5]([O:8][C:9]2[CH:10]=[CH:11][C:12]([Cl:25])=[C:13]([NH:15][C:16]([C:18]3[N:22]([CH3:23])[N:21]=[C:20]([CH3:24])[CH:19]=3)=[O:17])[CH:14]=2)=[CH:4][CH:3]=1.[C:26]1([CH3:36])[CH:31]=[CH:30][C:29]([S:32](Cl)(=[O:34])=[O:33])=[CH:28][CH:27]=1>N1C=CC=CC=1>[Cl:25][C:12]1[CH:11]=[CH:10][C:9]([O:8][C:5]2[CH:6]=[N:7][C:2]([NH:1][S:32]([C:29]3[CH:30]=[CH:31][C:26]([CH3:36])=[CH:27][CH:28]=3)(=[O:34])=[O:33])=[CH:3][CH:4]=2)=[CH:14][C:13]=1[NH:15][C:16]([C:18]1[N:22]([CH3:23])[N:21]=[C:20]([CH3:24])[CH:19]=1)=[O:17]. Procedure details: In the same manner as in Reference Example 4 and using N-{5-[(6-aminopyridin-3-yl)oxy]-2-chlorophenyl}-1,3-dimethyl-1H-pyrazole-5-carboxamide (300 mg, 0.838 mmol), p-toluenesulfonyl chloride (176 mg, 0.922 mmol) and pyridine (4 mL) as starting materials, the title compound (368 mg, 86%) was obtained as a white solid. The reactants are [OH-].[Na+] (NaOH), C(C)(=O)C1=CC=CC=C1 (acetophenone), FC1=CC=C(C=O)C=C1 (p-fluorobenzaldehyde), OS(=O)(=O)O (H2SO4). The solvent is CC(=O)O (HOAc), O (H2O). Run at time 2 day. The product is FC1=CC=C(C=C1)/C=C/C(=O)C1=CC=CC=C1 ((E)-3-(4-fluorophenyl)-1-phenyl-2-propen-1-one). Yield: 60.1%. RXN SMILES: [C:1]([C:4]1[CH:9]=[CH:8][CH:7]=[CH:6][CH:5]=1)(=[O:3])[CH3:2].[F:10][C:11]1[CH:18]=[CH:17][C:14]([CH:15]=O)=[CH:13][CH:12]=1.OS(O)(=O)=O.[OH-].[Na+]>CC(O)=O.O>[F:10][C:11]1[CH:18]=[CH:17][C:14](/[CH:15]=[CH:2]/[C:1]([C:4]2[CH:9]=[CH:8][CH:7]=[CH:6][CH:5]=2)=[O:3])=[CH:13][CH:12]=1 |f:3.4|. Procedure details: A mixture of acetophenone (7.02 gm, 58.4 mmol), p-fluorobenzaldehyde (7.24 gm, 58.4 mmol) and concentrated H2SO4 (10 ml) in glacial HOAc (116 ml) was stirred at room temperature for 2 days. The solution was poured into H2O (250 ml) and neutralized with 10% NaOH (200 ml). The aqueous layer was extracted once with Et2O and the Et2O layer was washed successively with H2O, saturated NaHCO3 (2×) and brine, then dried (MgSO4). Filtration and removal of the solvent afforded a yellow solid which was rec...